Dataset: the Open Reaction Database (ORD), a public repository of structured organic reaction records. Task: describe an organic reaction: reactants, conditions, products, and yield Reactants: CC1CNCC1c1nc2c(cnn2C2CCCC2)c(=O)[nH]1, O=Cc1cc2ccccc2nn1. Yields the product CC1CN(Cc2cc3ccccc3nn2)CC1c1nc2c(cnn2C2CCCC2)c(=O)[nH]1. Reaction SMILES: [CH:1]1([n:6]2[n:7][cH:8][c:9]3[c:10]2[n:11][c:12]([CH:16]2[CH2:17][NH:18][CH2:19][CH:20]2[CH3:21])[nH:13][c:14]3=[O:15])[CH2:2][CH2:3][CH2:4][CH2:5]1.[n:22]1[n:23][c:24]([CH:32]=[O:33])[cH:25][c:26]2[cH:27][cH:28][cH:29][cH:30][c:31]12>>[CH:1]1([n:6]2[n:7][cH:8][c:9]3[c:10]2[n:11][c:12]([CH:16]2[CH2:17][N:18]([CH2:32][c:24]4[n:23][n:22][c:31]5[c:26]([cH:25]4)[cH:27][cH:28][cH:29][cH:30]5)[CH2:19][CH:20]2[CH3:21])[nH:13][c:14]3=[O:15])[CH2:2][CH2:3][CH2:4][CH2:5]1. Yield: 70.0%. As a reaction SMILES: Br[C:2]1[CH:12]=[CH:11][C:5]([C:6]([O:8][CH2:9][CH3:10])=[O:7])=[CH:4][CH:3]=1.[F:13][C:14]([F:25])([F:24])[C:15]1[CH:20]=[CH:19][C:18](B(O)O)=[CH:17][CH:16]=1.C(=O)([O-])[O-].[Na+].[Na+]>COCCOC.O.Cl[Pd](Cl)([P](C1C=CC=CC=1)(C1C=CC=CC=1)C1C=CC=CC=1)[P](C1C=CC=CC=1)(C1C=CC=CC=1)C1C=CC=CC=1>[F:13][C:14]([F:25])([F:24])[C:15]1[CH:20]=[CH:19][C:18]([C:2]2[CH:12]=[CH:11][C:5]([C:6]([O:8][CH2:9][CH3:10])=[O:7])=[CH:4][CH:3]=2)=[CH:17][CH:16]=1 |f:2.3.4,^1:41,60|. The solvent is O (water), COCCOC (1,2-dimethoxyethane). Procedure: 7 g (30.56 mmol) of ethyl 4-bromobenzoate are dissolved in 60 ml of 1,2-dimethoxyethane and, under argon, 6.96 g (36.67 mmol) of 4-trifluoromethylphenylboronic acid, 271 mg of bis(triphenylphosphine)palladium(II) chloride and 40.7 ml of a 2 M solution of sodium carbonate in water are added. The reaction mixture is then heated under reflux for 12 hours. The mixture is subsequently cooled, filtered through 1 g of Extrelut, washed with dichloromethane and concentrated. The crude product is purified... The reagents and catalysts are Cl[Pd]([P](C1=CC=CC=C1)(C2=CC=CC=C2)C3=CC=CC=C3)([P](C4=CC=CC=C4)(C5=CC=CC=C5)C6=CC=CC=C6)Cl (bis(triphenylphosphine)palladium(II) chloride). Reactants: FC(C1=CC=C(C=C1)B(O)O)(F)F (4-trifluoromethylphenylboronic acid), solution, C([O-])([O-])=O.[Na+].[Na+] (sodium carbonate), BrC1=CC=C(C(=O)OCC)C=C1 (ethyl 4-bromobenzoate). Product: FC(C1=CC=C(C=C1)C1=CC=C(C=C1)C(=O)OCC)(F)F (Ethyl 4′-trifluoromethylbiphenyl-4-carboxylate). Starting materials: C#CCO, ClC(Cl)Cl, CCN(C(C)C)C(C)C, [Cu]I, Cc1ccc(I)cc1C, C1CCOC1, O=C(C=Cc1ccccc1)C=Cc1ccccc1, O=C(C=Cc1ccccc1)C=Cc1ccccc1, O=C(C=Cc1ccccc1)C=Cc1ccccc1, [Pd], [Pd], c1ccc(P(c2ccccc2)c2ccccc2)cc1. Product: Cc1ccc(C#CCO)cc1C. RXN SMILES: [CH2:29]([C:30]#[CH:31])[OH:32].[CH:100]([Cl:101])([Cl:102])[Cl:103].[CH:33]([N:34]([CH:35]([CH3:36])[CH3:37])[CH2:38][CH3:39])([CH3:40])[CH3:41].[Cu:42][I:43].[I:1][c:2]1[cH:3][c:4]([CH3:9])[c:5]([CH3:8])[cH:6][cH:7]1.[O:104]1[CH2:105][CH2:106][CH2:107][CH2:108]1.[O:46]=[C:47]([CH:48]=[CH:49][c:50]1[cH:51][cH:52][cH:53][cH:54][cH:55]1)[CH:56]=[CH:57][c:58]1[cH:59][cH:60][cH:61][cH:62][cH:63]1.[O:64]=[C:65]([CH:66]=[CH:67][c:68]1[cH:69][cH:70][cH:71][cH:72][cH:73]1)[CH:74]=[CH:75][c:76]1[cH:77][cH:78][cH:79][cH:80][cH:81]1.[O:82]=[C:83]([CH:84]=[CH:85][c:86]1[cH:87][cH:88][cH:89][cH:90][cH:91]1)[CH:92]=[CH:93][c:94]1[cH:95][cH:96][cH:97][cH:98][cH:99]1.[Pd:44].[Pd:45].[c:10]1([P:11]([c:12]2[cH:13][cH:14][cH:15][cH:16][cH:17]2)[c:18]2[cH:19][cH:20][cH:21][cH:22][cH:23]2)[cH:24][cH:25][cH:26][cH:27][cH:28]1>>[c:2]1([C:31]#[C:30][CH2:29][OH:32])[cH:3][c:4]([CH3:9])[c:5]([CH3:8])[cH:6][cH:7]1. Reactants: CCO, Nc1ccc(S(=O)(=O)Nc2cc(Cl)nc(N)n2)cc1, NCc1ccccc1. Yields the product Nc1ccc(S(=O)(=O)Nc2cc(NCc3ccccc3)nc(N)n2)cc1. As a reaction SMILES: [CH3:28][CH2:29][OH:30].[NH2:1][c:2]1[cH:3][cH:4][c:5]([S:8](=[O:9])(=[O:10])[NH:11][c:12]2[n:13][c:14]([NH2:19])[n:15][c:16]([Cl:18])[cH:17]2)[cH:6][cH:7]1.[NH2:20][CH2:21][c:22]1[cH:23][cH:24][cH:25][cH:26][cH:27]1>>[NH2:1][c:2]1[cH:3][cH:4][c:5]([S:8](=[O:9])(=[O:10])[NH:11][c:12]2[n:13][c:14]([NH2:19])[n:15][c:16]([NH:20][CH2:21][c:22]3[cH:23][cH:24][cH:25][cH:26][cH:27]3)[cH:17]2)[cH:6][cH:7]1.